From a dataset of the Open Reaction Database (ORD), a public repository of structured organic reaction records. describe an organic reaction: reactants, conditions, products, and yield Reactants: BrC(C(=O)OCC)(F)F.O1CCCC1 (ethyl bromodifluoroacetate THF), BrC(C(=O)OCC)(F)F (ethyl bromodifluoroacetate), C(CC)=O.O1CCCC1 (propionaldehyde THF), C(CC)=O (propionaldehyde), 2-L. The reagents and catalysts are [Zn] (zinc). The solvent is O1CCCC1 (tetrahydrofuran). Conditions: time 2 hour. Yields the product C(C)OC(C(C(CC)O)(F)F)=O (2,2-difluoro-3-hydroxy-pentanoic acid ethyl ester). Isolated yield 61.3%. Reaction SMILES: Br[C:2]([F:9])([F:8])[C:3]([O:5][CH2:6][CH3:7])=[O:4].[O:10]1C[CH2:13][CH2:12][CH2:11]1.BrC(F)(F)C(OCC)=O.C(=O)CC.O1CCCC1.C(=O)CC>[Zn].O1CCCC1>[CH2:6]([O:5][C:3](=[O:4])[C:2]([F:9])([F:8])[CH:11]([OH:10])[CH2:12][CH3:13])[CH3:7] |f:0.1,3.4|. Procedure: Into a 2-L glass flask with a dropping funnel and a condenser, 70.6 g (1.08 mol/1.1 eq) of activated zinc metal and 300 mL of tetrahydrofuran (THF, dehydrated) were added. An ethyl bromodifluoroacetate/THF solution (prepared by dissolving 200 g (0.985 mol) of ethyl bromodifluoroacetate into 80 mL of THF (dehydrated)) and a propionaldehyde/THF solution (prepared by dissolving 58.7 g (1.01 mol/1.0 eq) of propionaldehyde in 80 mL of THF (dehydrated)) were simultaneously dropped into the glass flask... Starting materials: N1=CC(=CC=C1)C1=CC=NC=2N1N=CC2C=O (7-(3-pyridyl)pyrazolo-[1,5-a]pyrimidine-3-carboxaldehyde), Cl.NO (hydroxylamine hydrochloride). The solvent is C(C)O (ethanol). Yields the product N1=CC(=CC=C1)C1=CC=NC=2N1N=CC2C#N (7-(3-Pyridyl)pyrazolo[1,5-a]pyrimidine-3-carbonitrile). RXN SMILES: [N:1]1[CH:6]=[CH:5][CH:4]=[C:3]([C:7]2[N:12]3[N:13]=[CH:14][C:15]([CH:16]=O)=[C:11]3[N:10]=[CH:9][CH:8]=2)[CH:2]=1.Cl.[NH2:19]O>C(O)C>[N:1]1[CH:6]=[CH:5][CH:4]=[C:3]([C:7]2[N:12]3[N:13]=[CH:14][C:15]([C:16]#[N:19])=[C:11]3[N:10]=[CH:9][CH:8]=2)[CH:2]=1 |f:1.2|. Procedure: A mixture of 0.01 mole of 7-(3-pyridyl)pyrazolo-[1,5-a]pyrimidine-3-carboxaldehyde and 0.011 mole of hydroxylamine hydrochloride in 25 ml. of ethanol is heated on a steam bath for 3 hours. The solvent is removed and to the residue is added 25 ml. of acetic anhydride. The mixture is heated at reflux temperature for 6 hours and the solvent is removed in vacuo. The residue is partitioned between dichloromethane and sodium bicarbonate solution and the organic layer is separated, dried over magnesium...